From a dataset of the Open Reaction Database (ORD), a public repository of structured organic reaction records. describe an organic reaction: reactants, conditions, products, and yield Reactants: C(C1=CC=CC=C1)(=O)C1=C(C(=O)O)C=CC=C1 (o-benzoyl-benzoic acid), CNCCN (N-methylethylenediamine). Run in ClC1=CC=CC=C1 (chlorobenzene), ClC1=CC=CC=C1 (chlorobenzene). The product is CN1CCN2C1(C1=CC=CC=C1C2=O)C2=CC=CC=C2 (1-methyl-9b-phenyl-1,2,3,9b-tetrahydro-5H-imidazo[2,1-a]isoindol-5-one). RXN SMILES: [C:1]([C:9]1[CH:17]=[CH:16][CH:15]=[CH:14][C:10]=1[C:11]([OH:13])=O)(=O)[C:2]1[CH:7]=[CH:6][CH:5]=[CH:4][CH:3]=1.[CH3:18][NH:19][CH2:20][CH2:21][NH2:22]>ClC1C=CC=CC=1>[CH3:18][N:19]1[C:1]2([C:2]3[CH:3]=[CH:4][CH:5]=[CH:6][CH:7]=3)[C:9]3[C:10]([C:11](=[O:13])[N:22]2[CH2:21][CH2:20]1)=[CH:14][CH:15]=[CH:16][CH:17]=3. Procedure: 22.6 Parts of o-benzoyl-benzoic acid are dissolved in 100 ml of chlorobenzene. 7.4 Parts of N-methylethylenediamine are added within 10 minutes. The temperature is then raised within 1 - 2 hours to such an extent that some chlorobenzene is continuously distilled off with the reaction water until the boiling point of the pure chlorobenzene (130°-132°) is attained. 80-90% of the theoretical amount of reaction water can be removed from the distillate. The remainder of the chlorobenzene is distilled... Reactants: O=C([O-])[O-], CN(C)C=O, FC(F)Cl, [K+], [K+], Cc1nc(N2CCc3ccccc3CC2)c(C#N)c(=O)n1O. Yields the product Cc1nc(N2CCc3ccccc3CC2)c(C#N)c(=O)n1OC(F)F. Reaction SMILES: [C:27](=[O:28])([O-:29])[O-:30].[CH3:33][N:34]([CH3:35])[CH:36]=[O:37].[Cl:23][CH:24]([F:25])[F:26].[K+:31].[K+:32].[OH:1][n:2]1[c:3]([CH3:22])[n:4][c:5]([N:11]2[CH2:12][CH2:13][c:14]3[c:15]([cH:18][cH:19][cH:20][cH:21]3)[CH2:16][CH2:17]2)[c:6]([C:9]#[N:10])[c:7]1=[O:8]>>[O:1]([n:2]1[c:3]([CH3:22])[n:4][c:5]([N:11]2[CH2:12][CH2:13][c:14]3[c:15]([cH:18][cH:19][cH:20][cH:21]3)[CH2:16][CH2:17]2)[c:6]([C:9]#[N:10])[c:7]1=[O:8])[CH:24]([F:25])[F:26]. The reactants are CNCCC (methylpropylamine), COC(C1=CC(C(=O)O)=CC(=C1)I)=O (5-iodo-isophthalic acid monomethyl ester), O.ON1N=NC2=C1C=CC=C2 (1-hydroxybenzotriazole hydrate), C1(CCCCC1)N=C=NC1CCCCC1 (1,3-dicyclohexylcarbodiimide). Solvent: C1CCOC1 (THF). Reaction conditions: temperature 0 celsius. Yields the product COC(C1=CC(C(=O)N(CCC)C)=CC(=C1)I)=O (5-Iodo-N-methyl-N-propyl-isophthalamic acid methyl ester). As a reaction SMILES: [CH3:1][O:2][C:3](=[O:14])[C:4]1[CH:12]=[C:11]([I:13])[CH:10]=[C:6]([C:7]([OH:9])=O)[CH:5]=1.O.ON1C2C=CC=CC=2N=N1.[CH:26]1([N:32]=[C:33]=NC2CCCCC2)CCC[CH2:28][CH2:27]1.CNCCC>C1COCC1>[CH3:1][O:2][C:3](=[O:14])[C:4]1[CH:12]=[C:11]([I:13])[CH:10]=[C:6]([C:7]([N:32]([CH3:33])[CH2:26][CH2:27][CH3:28])=[O:9])[CH:5]=1 |f:1.2|. Procedure: Dissolve 5-iodo-isophthalic acid monomethyl ester (9.34 g, 30.5 mmol), 1-hydroxybenzotriazole hydrate (4.86 g, 36 mmol) and a solution of 1,3-dicyclohexylcarbodiimide (1 M in dichloromethane; 36 mL) in THF (70 mL). Cool to 0° C. for 15 min. Add methylpropylamine (3.69 mL, 36 mmol) and stir at room temperature for 12 h. Filter the solution though a filtering agent and wash with ethyl acetate, concentrate and purify (silica gel chromatography, eluting with 20:80 ethyl acetate:hexanes) to give the ... The reactants are O1C=CC=2CNC(CCC21)C(=O)OC(C)(C)C (tert-butyl 4,5,7,8-tetrahydrofuro[3,2-c]azepine-6-carboxylate), BrN1C(CCC1=O)=O (N-bromosuccinimide), C(=O)(O)[O-].[Na+] (NaHCO3). Solvent: C(Cl)(Cl)Cl (chloroform), C(C)(=O)O (acetic acid). Reaction conditions: time 1 hour. Yields the product BrC1=CC=2CNC(CCC2O1)C(=O)OC(C)(C)C (tert-butyl 2-bromo-4,5,7,8-tetrahydrofuro[3,2-c]azepine-6-carboxylate). Reaction SMILES: [O:1]1[C:10]2[CH2:9][CH2:8][CH:7]([C:11]([O:13][C:14]([CH3:17])([CH3:16])[CH3:15])=[O:12])[NH:6][CH2:5][C:4]=2[CH:3]=[CH:2]1.[Br:18]N1C(=O)CCC1=O.C([O-])(O)=O.[Na+]>C(Cl)(Cl)Cl.C(O)(=O)C>[Br:18][C:2]1[O:1][C:10]2[CH2:9][CH2:8][CH:7]([C:11]([O:13][C:14]([CH3:17])([CH3:16])[CH3:15])=[O:12])[NH:6][CH2:5][C:4]=2[CH:3]=1 |f:2.3|. Procedure: A solution of tert-butyl 4,5,7,8-tetrahydrofuro[3,2-c]azepine-6-carboxylate (0.21 mmol) in chloroform (0.5 mL) and acetic acid (0.5 mL) is treated with N-bromosuccinimide (0.21 mmol) at RT. After 1 hour, the reaction is poured over saturated aqueous NaHCO3, and extracted with ethyl acetate (2×5 mL). The organic layers are washed with brine, dried, and purified by silica chromatography (20% ethyl acetate/hexanes) to give tert-butyl 2-bromo-4,5,7,8-tetrahydrofuro[3,2-c]azepine-6-carboxylate. Starting materials: C1OC2(C[C@@]3([C@@H](C[C@H]4[C@@H]5CCC([C@@]5(C)C[C@@H]([C@@H]4[C@H]3CC2)C2=CC=C(C=C2)OS(=O)(=O)C(F)(F)F)=O)C)O)OC1 (3,3-(ethylenedioxy)-5α-hydroxy-6β-methyl-11β-(4-trifluoromethylsulphonyloxyphenyl)-oestran-17-one), palladium tetrakistriphenylphosphine, [Cl-].[Li+] (lithium chloride), C([O-])([O-])=O.[Na+].[Na+] (sodium carbonate), C(C)B(C=1C=NC=CC1)CC (diethyl-(3-pyridyl)-borane), [Cl-].[Na+] (sodium chloride). The solvent is C1(=CC=CC=C1)C (toluene), C(C)O (ethanol). Reaction conditions: temperature 110 celsius, time 3 hour. Yields the product C1OC2(C[C@@]3([C@@H](C[C@H]4[C@@H]5CCC([C@@]5(C)C[C@@H]([C@@H]4[C@H]3CC2)C2=CC=C(C=C2)C=2C=NC=CC2)=O)C)O)OC1 (3,3-(ethylenedioxy)-5α-hydroxy-6β-methyl-11β-[4-(3-pyridyl)-phenyl]-oestran-17-one). Yield: 86.0%. RXN SMILES: [CH2:1]1[CH2:39][O:38][C:3]2([CH2:20][CH2:19][C@H:18]3[C@@:5]([OH:37])([C@H:6]([CH3:36])[CH2:7][C@@H:8]4[C@@H:17]3[C@@H:16]([C:21]3[CH:26]=[CH:25][C:24](OS(C(F)(F)F)(=O)=O)=[CH:23][CH:22]=3)[CH2:15][C@@:13]3([CH3:14])[C@H:9]4[CH2:10][CH2:11][C:12]3=[O:35])[CH2:4]2)[O:2]1.[Cl-].[Li+].C(=O)([O-])[O-].[Na+].[Na+].C(B(CC)[C:51]1[CH:52]=[N:53][CH:54]=[CH:55][CH:56]=1)C.[Cl-].[Na+]>C1(C)C=CC=CC=1.C(O)C>[CH2:1]1[CH2:39][O:38][C:3]2([CH2:20][CH2:19][C@H:18]3[C@@:5]([OH:37])([C@H:6]([CH3:36])[CH2:7][C@@H:8]4[C@@H:17]3[C@@H:16]([C:21]3[CH:22]=[CH:23][C:24]([C:51]5[CH:52]=[N:53][CH:54]=[CH:55][CH:56]=5)=[CH:25][CH:26]=3)[CH2:15][C@@:13]3([CH3:14])[C@H:9]4[CH2:10][CH2:11][C:12]3=[O:35])[CH2:4]2)[O:2]1 |f:1.2,3.4.5,7.8|. Procedure details: 10 g of the 3,3-(ethylenedioxy)-5α-hydroxy-6β-methyl-11β-(4-trifluoromethylsulphonyloxyphenyl)-oestran-17-one prepared in accordance with the directions given in Example 4 e) are dissolved in a mixture of 80 ml of toluene and 35 ml of ethanol and 1 g of palladium tetrakistriphenylphosphine, 1.47 g of lithium chloride, 22.5 ml of 2M sodium carbonate solution and 2.8 g of diethyl-(3-pyridyl)-borane are added in succession. The reaction mixture is then stirred at 110° C. for 3 hours and cooled to r... Reactants: Cl (HCl), N1C(CC2=CC=CC=C12)=O (oxindole), [Li]CCCC (n-BuLi), CCCCCC (hexane), COC1=C(CNC=2C=C3COC(C3=CC2)=O)C=CC(=C1)OC (5-(2,4-dimethoxy-benzylamino)-3H-isobenzofuran-1-one). The solvent is C(OC)COC (dimethoxyethane), CO (MeOH). Conditions: time 10 minute. Yields the product crude product, COC1=C(CNC=2C=C3COC(C3=CC2)=C2C(NC3=CC=CC=C23)=O)C=CC(=C1)OC (3-[5-(2,4-dimethoxy-benzylamino)-3H-isobenzofuran-1-ylidene]-1,3-dihydro-indol-2-one). Yield: 45.5%. RXN SMILES: [NH:1]1[C:9]2[C:4](=[CH:5][CH:6]=[CH:7][CH:8]=2)[CH2:3][C:2]1=[O:10].[Li]CCCC.CCCCCC.[CH3:22][O:23][C:24]1[CH:41]=[C:40]([O:42][CH3:43])[CH:39]=[CH:38][C:25]=1[CH2:26][NH:27][C:28]1[CH:29]=[C:30]2[C:34](=[CH:35][CH:36]=1)[C:33](=O)[O:32][CH2:31]2.Cl>C(COC)OC.CO>[CH3:22][O:23][C:24]1[CH:41]=[C:40]([O:42][CH3:43])[CH:39]=[CH:38][C:25]=1[CH2:26][NH:27][C:28]1[CH:29]=[C:30]2[C:34](=[CH:35][CH:36]=1)[C:33](=[C:3]1[C:4]3[C:9](=[CH:8][CH:7]=[CH:6][CH:5]=3)[NH:1][C:2]1=[O:10])[O:32][CH2:31]2. Procedure details: To a stirred solution of oxindole (555 mg, 4.17 mmol) in anhydrous dimethoxyethane (20 ml) under nitrogen was added 2.5M n-BuLi solution in hexane (3.67 ml, 9.17 mmol), and the resulting mixture was stirred at room temperature for 10 minutes, followed by the addition of 5-(2,4-dimethoxy-benzylamino)-3H-isobenzofuran-1-one (1.0 g, 3.34 mmol). After stirred at room temperature for 2.5 hours the mixture was poured into 1M HCl aqueous solution (100 ml). The resulting solid was separated, washed with...